Dataset: the Open Reaction Database (ORD), a public repository of structured organic reaction records. Task: describe an organic reaction: reactants, conditions, products, and yield Starting materials: Cc1cc(CN)n(C)n1, C[Si](C)(C)CCOCn1nc(C=Nn2cccc2)c2ccc(Nc3ccccc3C(=O)O)cc21. The product is Cc1cc(CNC(=O)c2ccccc2Nc2ccc3c(C=Nn4cccc4)nn(COCC[Si](C)(C)C)c3c2)n(C)n1. As a reaction SMILES: [CH3:35][n:36]1[n:37][c:38]([CH3:43])[cH:39][c:40]1[CH2:41][NH2:42].[n:1]1([N:6]=[CH:7][c:8]2[n:9][n:10]([CH2:27][O:28][CH2:29][CH2:30][Si:31]([CH3:32])([CH3:33])[CH3:34])[c:11]3[cH:12][c:13]([NH:17][c:18]4[c:19]([C:20](=[O:21])[OH:22])[cH:23][cH:24][cH:25][cH:26]4)[cH:14][cH:15][c:16]23)[cH:2][cH:3][cH:4][cH:5]1>>[n:1]1([N:6]=[CH:7][c:8]2[n:9][n:10]([CH2:27][O:28][CH2:29][CH2:30][Si:31]([CH3:32])([CH3:33])[CH3:34])[c:11]3[cH:12][c:13]([NH:17][c:18]4[c:19]([C:20](=[O:22])[NH:42][CH2:41][c:40]5[n:36]([CH3:35])[n:37][c:38]([CH3:43])[cH:39]5)[cH:23][cH:24][cH:25][cH:26]4)[cH:14][cH:15][c:16]23)[cH:2][cH:3][cH:4][cH:5]1. Reactants: [Al+3], CCOC(=O)c1csc(Nc2ccc(OC)cc2)n1, [H-], [H-], [H-], [H-], [Li+], C1CCOC1. Yields the product COc1ccc(Nc2nc(CO)cs2)cc1. As a reaction SMILES: [Al+3:21].[CH3:1][O:2][c:3]1[cH:4][cH:5][c:6]([NH:9][c:10]2[s:11][cH:12][c:13]([C:15](=[O:16])[O:17][CH2:18][CH3:19])[n:14]2)[cH:7][cH:8]1.[H-:20].[H-:23].[H-:24].[H-:25].[Li+:22].[O:26]1[CH2:27][CH2:28][CH2:29][CH2:30]1>>[CH3:1][O:2][c:3]1[cH:4][cH:5][c:6]([NH:9][c:10]2[s:11][cH:12][c:13]([CH2:15][OH:16])[n:14]2)[cH:7][cH:8]1. Reactants: COC(=O)c1ccccc1NC(=O)c1ccc(C(C)(C)C)cc1, C1CCOC1, CO, Cl, [Li+], [OH-]. Yields the product CC(C)(C)c1ccc(C(=O)Nc2ccccc2C(=O)O)cc1. As a reaction SMILES: [C:1]([CH3:2])([CH3:3])([CH3:4])[c:5]1[cH:6][cH:7][c:8]([C:9](=[O:10])[NH:11][c:12]2[c:13]([C:14](=[O:15])[O:16][CH3:17])[cH:18][cH:19][cH:20][cH:21]2)[cH:22][cH:23]1.[CH2:24]1[O:25][CH2:26][CH2:27][CH2:28]1.[CH3:32][OH:33].[ClH:31].[Li+:29].[OH-:30]>>[C:1]([CH3:2])([CH3:3])([CH3:4])[c:5]1[cH:6][cH:7][c:8]([C:9](=[O:10])[NH:11][c:12]2[c:13]([C:14](=[O:15])[OH:16])[cH:18][cH:19][cH:20][cH:21]2)[cH:22][cH:23]1.